Dataset: the Open Reaction Database (ORD), a public repository of structured organic reaction records. Task: describe an organic reaction: reactants, conditions, products, and yield The reactants are Br, CNCC(O)c1cccnc1, CCN(C(C)C)C(C)C, Cc1c(CCl)sc2c(=O)c(C(=O)NCc3ccc(Cl)cc3)cn(C)c12, CN(C)C=O, O. Product: Cc1c(CN(C)CC(O)c2cccnc2)sc2c(=O)c(C(=O)NCc3ccc(Cl)cc3)cn(C)c12. As a reaction SMILES: [BrH:26].[CH3:27][NH:28][CH2:29][CH:30]([OH:31])[c:32]1[cH:33][n:34][cH:35][cH:36][cH:37]1.[CH:38]([N:39]([CH:40]([CH3:41])[CH3:42])[CH2:43][CH3:44])([CH3:45])[CH3:46].[Cl:1][c:2]1[cH:3][cH:4][c:5]([CH2:6][NH:7][C:8](=[O:9])[c:10]2[c:11](=[O:23])[c:12]3[c:13]([n:14]([CH3:16])[cH:15]2)[c:17]([CH3:22])[c:18]([CH2:20][Cl:21])[s:19]3)[cH:24][cH:25]1.[O:47]=[CH:48][N:49]([CH3:50])[CH3:51].[OH2:52]>>[Cl:1][c:2]1[cH:3][cH:4][c:5]([CH2:6][NH:7][C:8](=[O:9])[c:10]2[c:11](=[O:23])[c:12]3[c:13]([n:14]([CH3:16])[cH:15]2)[c:17]([CH3:22])[c:18]([CH2:20][N:28]([CH3:27])[CH2:29][CH:30]([OH:31])[c:32]2[cH:33][n:34][cH:35][cH:36][cH:37]2)[s:19]3)[cH:24][cH:25]1. Reactants: CC[N+](CC)(CC)Cc1ccccc1, BrC(Br)Br, [Cl-], ClCCl, O=C(OCc1ccccc1)N1CC=CC1, [Na+], [OH-], O. The product is O=C(OCc1ccccc1)N1CC2C(C1)C2(Br)Br. Reaction SMILES: [CH2:26]([N+:27]([CH2:28][CH3:29])([CH2:30][CH3:31])[CH2:32][CH3:33])[c:34]1[cH:35][cH:36][cH:37][cH:38][cH:39]1.[CH:1]([Br:2])([Br:3])[Br:4].[Cl-:25].[Cl:22][CH2:23][Cl:24].[N:5]1([C:10](=[O:11])[O:12][CH2:13][c:14]2[cH:15][cH:16][cH:17][cH:18][cH:19]2)[CH2:6][CH:7]=[CH:8][CH2:9]1.[Na+:21].[OH-:20].[OH2:40]>>[C:1]1([Br:2])([Br:4])[CH:7]2[CH2:6][N:5]([C:10](=[O:11])[O:12][CH2:13][c:14]3[cH:15][cH:16][cH:17][cH:18][cH:19]3)[CH2:9][CH:8]12. Reactants: OC1=CC=C(CC#N)C=C1 (4-Hydroxybenzyl cyanide), C1(CCC(=O)O1)=O (succinic anhydride), [Cl-].[Al+3].[Cl-].[Cl-] (aluminum chloride). Product: C(#N)CC=1C=CC(=C(C(=O)CCC(=O)O)C1)O (3-(5-cyanomethyl-2-hydroxybenzoyl)propionic acid). As a reaction SMILES: [OH:1][C:2]1[CH:10]=[CH:9][C:5]([CH2:6][C:7]#[N:8])=[CH:4][CH:3]=1.[C:11]1(=[O:17])[O:16][C:14](=[O:15])[CH2:13][CH2:12]1.[Cl-].[Al+3].[Cl-].[Cl-]>>[C:7]([CH2:6][C:5]1[CH:4]=[CH:3][C:2]([OH:1])=[C:10]([CH:9]=1)[C:11]([CH2:12][CH2:13][C:14]([OH:16])=[O:15])=[O:17])#[N:8] |f:2.3.4.5|. Procedure details: 4-Hydroxybenzyl cyanide was reacted with succinic anhydride and aluminum chloride in a similar manner to that described in Example 11(i) to give 3-(5-cyanomethyl-2-hydroxybenzoyl)propionic acid. Reactants: C(C1=CC=CC=C1)N (monobenzylamine), C(C1=CC=CC=C1)OC(=O)N([C@@H](CCC)C(=O)N[C@@H](CCC)C(=O)N[C@@H](C)P(O)(O)=O)C ((1R)-1-[(N-benzyloxycarbonyl-N-methyl-L-norvalyl-L-norvalyl)amino]-ethylphosphonic acid). Yields the product CN[C@@H](CCC)C(=O)N[C@@H](CCC)C(=O)N[C@@H](C)P(O)(O)=O ((1R)-1-(N-methyl-L-norvalyl-L-norvalylamino)-ethylphosphonic acid). As a reaction SMILES: C(N)C1C=CC=CC=1.C(O[C:17]([N:19](C)[C@H:20]([C:24]([NH:26][C@H:27]([C:31]([NH:33][C@H:34]([P:36](=[O:39])([OH:38])[OH:37])[CH3:35])=[O:32])[CH2:28][CH2:29][CH3:30])=[O:25])[CH2:21][CH2:22][CH3:23])=O)C1C=CC=CC=1>>[CH3:17][NH:19][C@H:20]([C:24]([NH:26][C@H:27]([C:31]([NH:33][C@H:34]([P:36](=[O:37])([OH:39])[OH:38])[CH3:35])=[O:32])[CH2:28][CH2:29][CH3:30])=[O:25])[CH2:21][CH2:22][CH3:23]. Procedure: In a manner analogous to that described in Example 7(A)(ii) from the monobenzylamine salt of (1R)-1-[(N-benzyloxycarbonyl-N-methyl-L-norvalyl-L-norvalyl)amino]-ethylphosphonic acid there was obtained (1R)-1-(N-methyl-L-norvalyl-L-norvalylamino)-ethylphosphonic acid of melting point 294°-295° C. (decomposition); [α]D20 =-52.6°; [α]36520 =-190° (c=0.5%, freshly prepared in 0.1-N sodium hydroxide). Starting materials: [N+](=O)([O-])C=1C=C(C(=O)N)C=CC1Cl (3-nitro-4-chloro-benzamide), C(C)N (ethylamine). Product: [N+](=O)([O-])C=1C=C(C(=O)N)C=CC1NCC (3-nitro-4-(N-ethylamino)-benzamide). RXN SMILES: [N+:1]([C:4]1[CH:5]=[C:6]([CH:10]=[CH:11][C:12]=1Cl)[C:7]([NH2:9])=[O:8])([O-:3])=[O:2].[CH2:14]([NH2:16])[CH3:15]>>[N+:1]([C:4]1[CH:5]=[C:6]([CH:10]=[CH:11][C:12]=1[NH:16][CH2:14][CH3:15])[C:7]([NH2:9])=[O:8])([O-:3])=[O:2]. Procedure details: II (160 g - 0.8 mole) was added portionwise with stirring at 60° C to 720 g of 50 % by weight aqueous ethylamine. The mixture was cooled, the precipitate was collected and crystallized from the monomethyl ether of ethylene glycol (5 ml per gram of dried product). Starting materials: Cl.N[C@@H](C)C(=O)[C@H]1C(N(C(CC2=C1C=CCC2)N)C)=O (1-(S)-[L-alaninyl]-amino-3-methyl-4,5,6,7-tetrahydro-2H-3-benzazepin-2-one hydrochloride), C(=O)(OC(C)(C)C)N[C@@H](C(C(F)(F)F)C(F)(F)F)C(=O)O (N-Boc-hexafluorovaline). Yields the product FC(C([C@H](N)C(=O)N[C@@H](C)C(=O)[C@H]1C(N(C(CC2=C1C=CCC2)N)C)=O)C(F)(F)F)(F)F (1-(S)-[N′-(Hexafluorovalinyl)-L-alaninyl]-amino-3-methyl-4,5,6,7-tetrahydro-2H-3-benzazepin-2-one). RXN SMILES: Cl.[NH2:2][C@H:3]([C:5]([C@@H:7]1[C:13]2[CH:14]=[CH:15][CH2:16][CH2:17][C:12]=2[CH2:11][CH:10]([NH2:18])[N:9]([CH3:19])[C:8]1=[O:20])=[O:6])[CH3:4].C([NH:28][C@H:29]([C:39](O)=[O:40])[CH:30]([C:35]([F:38])([F:37])[F:36])[C:31]([F:34])([F:33])[F:32])(OC(C)(C)C)=O>>[F:32][C:31]([F:33])([F:34])[CH:30]([C:35]([F:36])([F:38])[F:37])[C@@H:29]([C:39]([NH:2][C@H:3]([C:5]([C@@H:7]1[C:13]2[CH:14]=[CH:15][CH2:16][CH2:17][C:12]=2[CH2:11][CH:10]([NH2:18])[N:9]([CH3:19])[C:8]1=[O:20])=[O:6])[CH3:4])=[O:40])[NH2:28] |f:0.1|. Procedure details: Following General Procedure D above using 1-(S)-[L-alaninyl]-amino-3-methyl-4,5,6,7-tetrahydro-2H-3-benzazepin-2-one hydrochloride (Example 7-30, below) and N-Boc-hexafluorovaline (Aldrich), the protected intermediate was prepared. The Boc-group was removed using 5.0 M HCl in dioxane and the resulting free-base purified by chromatography CHCl3/MeOH (95:5) yielding the title compound as a mixture of diastereomers. Starting materials: ICCCN1S(C2=C(C1=O)C=CC=C2)(=O)=O (N-(3-iodopropyl)-2,3-dihydro-1,1-dioxo-3-benzisothiazolone), C([O-])([O-])=O.[Na+].[Na+] (sodium carbonate), COC=1C=CC=C2CCC(CC12)NCCC (8-Methoxy-N-propyl-2-aminotetralin). Solvent: C(C)#N (acetonitrile). Yields the product COC=1C=CC=C2CCC(CC12)N(CCCN1S(C2=C(C1=O)C=CC=C2)(=O)=O)CCC (8-Methoxy-N-propyl-N-[3-(2,3-dihydro-1,1-dioxo-3-oxo-1,2-benzisothiazolyl)propyl]-2-aminotetralin). As a reaction SMILES: [CH3:1][O:2][C:3]1[CH:4]=[CH:5][CH:6]=[C:7]2[C:12]=1[CH2:11][CH:10]([NH:13][CH2:14][CH2:15][CH3:16])[CH2:9][CH2:8]2.I[CH2:18][CH2:19][CH2:20][N:21]1[C:25](=[O:26])[C:24]2[CH:27]=[CH:28][CH:29]=[CH:30][C:23]=2[S:22]1(=[O:32])=[O:31].C(=O)([O-])[O-].[Na+].[Na+]>C(#N)C>[CH3:1][O:2][C:3]1[CH:4]=[CH:5][CH:6]=[C:7]2[C:12]=1[CH2:11][CH:10]([N:13]([CH2:14][CH2:15][CH3:16])[CH2:18][CH2:19][CH2:20][N:21]1[C:25](=[O:26])[C:24]3[CH:27]=[CH:28][CH:29]=[CH:30][C:23]=3[S:22]1(=[O:32])=[O:31])[CH2:9][CH2:8]2 |f:2.3.4|. Reported procedure: 8-Methoxy-N-propyl-2-aminotetralin (Arvidsson L.-E. et al., J. Med. Chem., 27, 45 (1984) (2 g, 10 mmol), N-(3-iodopropyl)-2,3-dihydro-1,1-dioxo-3-benzisothiazolone (7.5 g), sodium carbonate (2.5 g), and acetonitrile (25 ml) were heated to reflux for 24 hours. After cooling, the solvent was removed in vacuo and the residue placed on a flash silica gel column (3 cm×35 cm) and eluted with ethyl acetate/hexane (5:95, 10:90, 15:85, 20:80, successively). Solvent removal in vacuo afforded the title com... Starting materials: CN(C1=C(C(=O)C2=C(C(=O)O)C=C(C=C2)N)C=CC(=C1)N(C)C)C (2-(2,4-bis(dimethylamino)benzoyl)-5-aminobenzoic acid), CN(C1=CC(=CC=C1)N(C)C)C (N,N,N',N'-tetramethyl-m-phenylenediamine). The product is CN(C1=C(C=CC(=C1)N(C)C)C1OC(=O)C2=CC(=CC=C12)N)C (2,4-bis(dimethylamino)phenyl-6-aminophthalide). RXN SMILES: [CH3:1][N:2]([CH3:24])[C:3]1[CH:20]=[C:19]([N:21]([CH3:23])[CH3:22])[CH:18]=[CH:17][C:4]=1[C:5]([C:7]1[CH:15]=[CH:14][C:13]([NH2:16])=[CH:12][C:8]=1[C:9](O)=[O:10])=[O:6].CN(C)C1C=CC=C(N(C)C)C=1>>[CH3:24][N:2]([CH3:1])[C:3]1[CH:20]=[C:19]([N:21]([CH3:22])[CH3:23])[CH:18]=[CH:17][C:4]=1[CH:5]1[C:7]2[C:8](=[CH:12][C:13]([NH2:16])=[CH:14][CH:15]=2)[C:9](=[O:10])[O:6]1. Procedure: Condensation of 2-(2,4-bis(dimethylamino)benzoyl)-5-aminobenzoic acid and N,N,N',N'-tetramethyl-m-phenylenediamine by the method of part B of Example 3 and deacetylation of the resulting product affords 3,3-(2,4-bis(dimethylamino)phenyl-6-aminophthalide (I: X = Y2 = Y4 = (CH3)2N, Z4 = Z5 = Z7 = H, Z6 = H2N). Starting materials: CCN1CCN(c2nc(Br)cc3ccccc23)CC1, OB(O)Oc1ccc(OCc2ccccc2)c(F)c1, Cc1ccccc1, [Na+], [Na+], O=C([O-])[O-]. Yields the product CCN1CCN(c2nc(-c3ccc(OCc4ccccc4)c(F)c3)cc3ccccc23)CC1. As a reaction SMILES: [Br:20][c:21]1[n:22][c:23]([N:31]2[CH2:32][CH2:33][N:34]([CH2:37][CH3:38])[CH2:35][CH2:36]2)[c:24]2[cH:25][cH:26][cH:27][cH:28][c:29]2[cH:30]1.[CH2:1]([c:2]1[cH:3][cH:4][cH:5][cH:6][cH:7]1)[O:8][c:9]1[c:10]([F:19])[cH:11][c:12]([O:15][B:16]([OH:17])[OH:18])[cH:13][cH:14]1.[CH3:45][c:46]1[cH:47][cH:48][cH:49][cH:50][cH:51]1.[Na+:39].[Na+:40].[O-:41][C:42](=[O:43])[O-:44]>>[CH2:1]([c:2]1[cH:3][cH:4][cH:5][cH:6][cH:7]1)[O:8][c:9]1[c:10]([F:19])[cH:11][c:12](-[c:21]2[n:22][c:23]([N:31]3[CH2:32][CH2:33][N:34]([CH2:37][CH3:38])[CH2:35][CH2:36]3)[c:24]3[cH:25][cH:26][cH:27][cH:28][c:29]3[cH:30]2)[cH:13][cH:14]1. Starting materials: BrC1=NC(=CC=C1)C(F)(F)F (2-bromo-6-(trifluoromethyl)pyridine), C1(CC1)C=1N=CC(=NC1)OC1CC2N(CCNC2=O)C1 (7-(5-cyclopropylpyrazin-2-yloxy)hexahydropyrrolo[1,2-a]pyrazin-1(2H)-one), C1(=CC=CC=C1)P(C1=CC=CC=2C(C3=CC=CC(=C3OC12)P(C1=CC=CC=C1)C1=CC=CC=C1)(C)C)C1=CC=CC=C1 (4,5-bis(diphenylphosphino)-9,9-dimethylxanthene), C([O-])([O-])=O.[Cs+].[Cs+] (cesium carbonate). The reagents and catalysts are C(C)(=O)[O-].[Pd+2].C(C)(=O)[O-] (palladium(II) acetate). Reaction conditions: temperature 110 celsius. The product is C1(CC1)C=1N=CC(=NC1)O[C@@H]1C[C@@H]2N(CCN(C2=O)C2=NC(=CC=C2)C(F)(F)F)C1 ((7R,8aS)-7-[(5-cyclopropylpyrazin-2-yl)oxy]-2-[6-(trifluoromethyl)pyridin-2-yl]hexahydropyrrolo[1,2-a]pyrazin-1(2H)-one). The yield is 17.5%. As a reaction SMILES: Br[C:2]1[CH:7]=[CH:6][CH:5]=[C:4]([C:8]([F:11])([F:10])[F:9])[N:3]=1.[CH:12]1([C:15]2[N:16]=[CH:17][C:18]([O:21][CH:22]3[CH2:31][N:25]4[CH2:26][CH2:27][NH:28][C:29](=[O:30])[CH:24]4[CH2:23]3)=[N:19][CH:20]=2)[CH2:14][CH2:13]1.C1(P(C2C=CC=CC=2)C2C3OC4C(=CC=CC=4P(C4C=CC=CC=4)C4C=CC=CC=4)C(C)(C)C=3C=CC=2)C=CC=CC=1.C(=O)([O-])[O-].[Cs+].[Cs+]>C([O-])(=O)C.[Pd+2].C([O-])(=O)C>[CH:12]1([C:15]2[N:16]=[CH:17][C:18]([O:21][C@H:22]3[CH2:31][N:25]4[CH2:26][CH2:27][N:28]([C:2]5[CH:7]=[CH:6][CH:5]=[C:4]([C:8]([F:11])([F:10])[F:9])[N:3]=5)[C:29](=[O:30])[C@@H:24]4[CH2:23]3)=[N:19][CH:20]=2)[CH2:14][CH2:13]1 |f:3.4.5,6.7.8|. Procedure: A 4 mL vial was charged with 2-bromo-6-(trifluoromethyl)pyridine (99 mg, 0.437 mmol), 7-(5-cyclopropylpyrazin-2-yloxy)hexahydropyrrolo[1,2-a]pyrazin-1(2H)-one [3:1 (7R,8aS: 7R,8aR) diastereomer ratio](100 mg, 0.365 mmol) from Example 163 Step 3, palladium(II) acetate (4.09 mg, 0.018 mmol), 4,5-bis(diphenylphosphino)-9,9-dimethylxanthene (XANTPHOS, 21.09 mg, 0.036 mmol), and cesium carbonate (178 mg, 0.547 mmol). The mixture was purged with nitrogen, and anhydrous dioxane (0.5 mL) was added. The ...